Dataset: the Open Reaction Database (ORD), a public repository of structured organic reaction records. Task: describe an organic reaction: reactants, conditions, products, and yield Reactants: CC1C(CCCC1)=O (2-methylcyclohexanone), COC(CCC1(C(CCCC1)=O)CC)=O (1-ethyl-2-oxocyclohexanepropionic acid methyl ester), COC(CCC1(C(CCCC1)=O)CCC)=O (1-propyl-2-oxocyclohexanepropionic methyl ester), C(C)C1C(CCCC1)=O (2-ethylcyclohexanone), C(CC)C1C(CCCC1)=O (2-propylcyclohexanone). Yields the product COC(CCC1(C(CCCC1)=O)C)=O (1-Methyl-2-oxocyclohexanepropionic Acid Methyl Ester). Reaction SMILES: CC1CCCCC1=O.C(C1CCCCC1=O)C.C(C1CCCCC1=O)CC.[CH3:28][O:29][C:30](=[O:42])[CH2:31][CH2:32][C:33]1([CH2:40]C)[CH2:38][CH2:37][CH2:36][CH2:35][C:34]1=[O:39].COC(=O)CCC1(CCC)CCCCC1=O>>[CH3:28][O:29][C:30](=[O:42])[CH2:31][CH2:32][C:33]1([CH3:40])[CH2:38][CH2:37][CH2:36][CH2:35][C:34]1=[O:39]. Procedure: in the same manner but replacing 2-methylcyclohexanone with an equivalent amount of 2-ethylcyclohexanone or 2-propylcyclohexanone, 1-ethyl-2-oxocyclohexanepropionic acid methyl ester, bp 117° - 120° C/0.4mm, and 1-propyl-2-oxocyclohexanepropionic methyl ester, νmaxCHCl3 1735, 1700cm-1, are obtained, respectively. The reactants are CC1(C(NC2=CC=CC(=C12)[N+](=O)[O-])=O)CC(=O)OCC ((±)-ethyl (3-methyl-4-nitro-2-oxo-2,3-dihydro-1H-indol-3-yl)acetate), CC1(C(NC2=CC=CC(=C12)[N+](=O)[O-])=O)CC(=O)OCC ((±)-ethyl (3-methyl-4-nitro-2-oxo-2,3-dihydro-1H-indol-3-yl)acetate), COC=1C=CC(=CC1)P2(=S)SP(=S)(S2)C=3C=CC(=CC3)OC (Lawesson's reagent). The solvent is xylenes. Product: CC1(C(NC2=CC=CC(=C12)[N+](=O)[O-])=S)CC(=O)OCC ((±)-Ethyl (3-methyl-4-nitro-2-thioxo-2,3-dihydro-1H-indol-3-yl)acetate). RXN SMILES: [CH3:1][C:2]1([CH2:15][C:16]([O:18][CH2:19][CH3:20])=[O:17])[C:10]2[C:5](=[CH:6][CH:7]=[CH:8][C:9]=2[N+:11]([O-:13])=[O:12])[NH:4][C:3]1=O.COC1C=CC(P2(SP(C3C=CC(OC)=CC=3)(=S)S2)=[S:30])=CC=1>>[CH3:1][C:2]1([CH2:15][C:16]([O:18][CH2:19][CH3:20])=[O:17])[C:10]2[C:5](=[CH:6][CH:7]=[CH:8][C:9]=2[N+:11]([O-:13])=[O:12])[NH:4][C:3]1=[S:30]. Procedure: A mixture of (±)-ethyl (3-methyl-4-nitro-2-oxo-2,3-dihydro-1H-indol-3-yl)acetate (1.08 g, 3.88 mmol, described in Intermediate 17) and Lawesson's reagent (942 mg, 2.33 mmol) was heated at reflux in xylenes (30 mL) for 90 min. The reaction mixture was concentrated in vacuo and the residue was purified by silica gel chromatography, eluting with a gradient of CH2Cl2:EtOAc—100:0 to 90:10, to give the title compound. MS: m/z=295 (M+1). Procedure: A mixture of (4R)-1-(tert-butyloxycarbonyl)-4-(methane-sulfonyloxy)-L-proline tert-butyl ester (680 mg, 1.86 mmol) and sodium cyanide (912 mg, 18.6 mmol) in N,N-dimethylformamide (14 mL) was stirred for 16 hours at 80° C. under a nitrogen atmosphere. The cooled reaction mixture was diluted with ethyl acetate (100 mL), washed with water (2×), saturated brine solution, dried (Na2SO4), and evaporated. The crude product mixture was subjected to flash silica gel chromatography eluting with 20% ethyl ... Run in CN(C=O)C (N,N-dimethylformamide), C(C)(=O)OCC (ethyl acetate). The reactants are C(C)(C)(C)OC([C@H]1N(C[C@@H](C1)OS(=O)(=O)C)C(=O)OC(C)(C)C)=O ((4R)-1-(tert-butyloxycarbonyl)-4-(methane-sulfonyloxy)-L-proline tert-butyl ester), [C-]#N.[Na+] (sodium cyanide). Run at temperature 80 celsius, time 16 hour. RXN SMILES: [C:1]([O:5][C:6](=[O:24])[C@@H:7]1[CH2:11][C@@H:10](OS(C)(=O)=O)[CH2:9][N:8]1[C:17]([O:19][C:20]([CH3:23])([CH3:22])[CH3:21])=[O:18])([CH3:4])([CH3:3])[CH3:2].[C-:25]#[N:26].[Na+]>CN(C)C=O.C(OCC)(=O)C>[C:1]([O:5][C:6](=[O:24])[C@@H:7]1[CH2:11][C@H:10]([C:25]#[N:26])[CH2:9][N:8]1[C:17]([O:19][C:20]([CH3:23])([CH3:22])[CH3:21])=[O:18])([CH3:4])([CH3:3])[CH3:2] |f:1.2|. The product is C(C)(C)(C)OC([C@H]1N(C[C@H](C1)C#N)C(=O)OC(C)(C)C)=O ((4S)-1-(tert-Butyloxycarbonyl)-4-cyano-L-Proline tert-Butyl Ester). Reactants: COC1=C(CN(S(=O)(=O)C2=CC=C3C(=CNC3=C2)C2=C(C=C(C=C2)C(F)(F)F)C2=CC=NN2C)C2=NC=NS2)C=CC(=C1)OC (N-(2,4-dimethoxybenzyl)-3-(2-(1-methyl-1H-pyrazol-5-yl)-4-(trifluoromethyl)phenyl)-N-(1,2,4-thiadiazol-5-yl)-1H-indole-6-sulfonamide), COC1=C(CN(S(=O)(=O)C2=CC=C3C(=CNC3=C2)C2=C(C=C(C=C2)C(F)(F)F)C2=CC=NN2C)C2=NC=NS2)C=CC(=C1)OC (N-(2,4-dimethoxybenzyl)-3-(2-(1-methyl-1H-pyrazol-5-yl)-4-(trifluoromethyl)phenyl)-N-(1,2,4-thiadiazol-5-yl)-1H-indole-6-sulfonamide), C([O-])([O-])=O.[Cs+].[Cs+] (cesium carbonate), IC(C)C (2-iodopropane), C(C)(=O)Cl (acetyl chloride). Run in C(C)#N (acetonitrile), O (water). Reaction conditions: temperature 70 celsius, time 1 hour. Yields the product C(C)(C)N1C=C(C2=CC=C(C=C12)S(=O)(=O)NC1=NC=NS1)C1=C(C=C(C=C1)C(F)(F)F)C1=CC=NN1C (1-isopropyl-3-(2-(1-methyl-1H-pyrazol-5-yl)-4-(trifluoromethyl)phenyl)-N-(1,2,4-thiadiazol-5-yl)-1H-indole-6-sulfonamide). Yield: 79.5%. Reaction SMILES: COC1C=C(OC)C=CC=1C[N:6]([C:35]1[S:39][N:38]=[CH:37][N:36]=1)[S:7]([C:10]1[CH:18]=[C:17]2[C:13]([C:14]([C:19]3[CH:24]=[CH:23][C:22]([C:25]([F:28])([F:27])[F:26])=[CH:21][C:20]=3[C:29]3[N:33]([CH3:34])[N:32]=[CH:31][CH:30]=3)=[CH:15][NH:16]2)=[CH:12][CH:11]=1)(=[O:9])=[O:8].C(=O)([O-])[O-].[Cs+].[Cs+].I[CH:53]([CH3:55])[CH3:54].C(Cl)(=O)C>O.C(#N)C>[CH:53]([N:16]1[C:17]2[C:13](=[CH:12][CH:11]=[C:10]([S:7]([NH:6][C:35]3[S:39][N:38]=[CH:37][N:36]=3)(=[O:8])=[O:9])[CH:18]=2)[C:14]([C:19]2[CH:24]=[CH:23][C:22]([C:25]([F:28])([F:26])[F:27])=[CH:21][C:20]=2[C:29]2[N:33]([CH3:34])[N:32]=[CH:31][CH:30]=2)=[CH:15]1)([CH3:55])[CH3:54] |f:1.2.3|. Reported procedure: A vial was charged with N-(2,4-dimethoxybenzyl)-3-(2-(1-methyl-1H-pyrazol-5-yl)-4-(trifluoromethyl)phenyl)-N-(1,2,4-thiadiazol-5-yl)-1H-indole-6-sulfonamide (Intermediate B) (57.4 mg, 0.088 mmol), cesium carbonate (86 mg, 0.263 mmol), acetonitrile (0.5 mL), and 2-iodopropane (26.3 μl, 0.263 mmol). The vial was sealed and heated to 70° C. for 1 h. The mixture was cooled to room temperature, diluted with water, and extracted with EtOAc (2×). The combined organic extracts were dried over sodium sul... The reactants are O=[N+]([O-])c1cc(Br)cc2nn(C3CCCCO3)cc12, O=C([O-])O, CCOC(C)=O, CC(C)O, [Na+], O, OB(O)c1cccc2[nH]ccc12. RXN SMILES: [Br:1][c:2]1[cH:3][c:4]([N+:17](=[O:18])[O-:19])[c:5]2[cH:6][n:7]([CH:11]3[O:12][CH2:13][CH2:14][CH2:15][CH2:16]3)[n:8][c:9]2[cH:10]1.[C:32](=[O:33])([O-:34])[OH:35].[CH3:41][CH2:42][O:43][C:44](=[O:45])[CH3:46].[CH:37]([OH:38])([CH3:39])[CH3:40].[Na+:36].[OH2:47].[nH:20]1[cH:21][cH:22][c:23]2[c:24]([B:29]([OH:30])[OH:31])[cH:25][cH:26][cH:27][c:28]12>>[c:2]1(-[c:24]2[c:23]3[cH:22][cH:21][nH:20][c:28]3[cH:27][cH:26][cH:25]2)[cH:3][c:4]([N+:17](=[O:18])[O-:19])[c:5]2[cH:6][n:7]([CH:11]3[O:12][CH2:13][CH2:14][CH2:15][CH2:16]3)[n:8][c:9]2[cH:10]1. Yields the product O=[N+]([O-])c1cc(-c2cccc3[nH]ccc23)cc2nn(C3CCCCO3)cc12.